From a dataset of the Open Reaction Database (ORD), a public repository of structured organic reaction records. describe an organic reaction: reactants, conditions, products, and yield Reactants: FC(C(=O)O)(F)F (Trifluoroacetic acid), C(C)(C)(C)OC(=O)N1CCN(CC1)C=1C=C2C(N(C=NC2=CC1)C(COC(C)(C)C)C(=O)OC(C)(C)C)=O (4-[3-(2-tert-butoxy-1-tert-butoxycarbonyl-ethyl)-4-oxo-3,4-dihydro-quinazolin-6-yl]-piperazine-1-carboxylic acid tert-butyl ester), ice water. Solvent: C1(=CC=CC=C1)OC (anisole). Run at time 5 minute. Product: OCC(C(=O)O)N1C=NC2=CC=C(C=C2C1=O)N1CCNCC1 (3-hydroxy-2-(4-oxo-6-piperazin-1-yl-4H-quinazolin-3-yl)-propionic acid). Yield: 156.1%. Reaction SMILES: C(OC([N:8]1[CH2:13][CH2:12][N:11]([C:14]2[CH:15]=[C:16]3[C:21](=[CH:22][CH:23]=2)[N:20]=[CH:19][N:18]([CH:24]([C:31]([O:33]C(C)(C)C)=[O:32])[CH2:25][O:26]C(C)(C)C)[C:17]3=[O:38])[CH2:10][CH2:9]1)=O)(C)(C)C.FC(F)(F)C(O)=O>C1(OC)C=CC=CC=1>[OH:26][CH2:25][CH:24]([N:18]1[C:17](=[O:38])[C:16]2[C:21](=[CH:22][CH:23]=[C:14]([N:11]3[CH2:12][CH2:13][NH:8][CH2:9][CH2:10]3)[CH:15]=2)[N:20]=[CH:19]1)[C:31]([OH:33])=[O:32]. Reported procedure: 4-[3-(2-tert-butoxy-1-tert-butoxycarbonyl-ethyl)-4-oxo-3,4-dihydro-quinazolin-6-yl]-piperazine-1-carboxylic acid tert-butyl ester (4.7 g) was dissolved in anisole (8 mL) and cooled in an ice-water bath. Trifluoroacetic acid (80 mL) is added slowly. The mixture was stirred for 5 minutes while cooling with the ice-water bath and then for 5 hours at room temperature; during this time, the color of the reaction mixture changed from orange to red to purple to dark blue over time. At this time, the re... Reactants: C1(CCC1)O (cyclobutanol), [H-].[Na+] (sodium hydride), IC[Sn](CCCC)(CCCC)CCCC (iodomethyl tributyltin). The solvent is C1CCOC1 (THF). Run at time 2 hour. Yields the product ethyl acetate hexanes, C(CCC)[Sn](COC1CCC1)(CCCC)CCCC (tributyl (cyclobutyloxymethyl)tin). The yield is 33.6%. Reaction SMILES: [CH:1]1([OH:5])[CH2:4][CH2:3][CH2:2]1.[H-].[Na+].I[CH2:9][Sn:10]([CH2:19][CH2:20][CH2:21][CH3:22])([CH2:15][CH2:16][CH2:17][CH3:18])[CH2:11][CH2:12][CH2:13][CH3:14]>C1COCC1>[CH2:19]([Sn:10]([CH2:11][CH2:12][CH2:13][CH3:14])([CH2:15][CH2:16][CH2:17][CH3:18])[CH2:9][O:5][CH:1]1[CH2:4][CH2:3][CH2:2]1)[CH2:20][CH2:21][CH3:22] |f:1.2|. Procedure details: To a solution of 2.3 g of cyclobutanol in 60 mL of dry THF was added 624 mg of 98% sodium hydride. After stirring 2 h, 5.6 g of iodomethyl tributyltin (prepared as described by Seitz et al 1983 Synthetic Comm. 13 129) was added and the reaction mixture was stirred at room temperature for 48 h, and then poured onto water and extracted with hexanes. The extracts were washed with brine, dried and evaporated to a crude product that was purified by flash chromatography (hexanes then 67% ethyl acetate... Starting materials: S=C=NCc1ccccc1, C1CCOC1, CCNc1ccc(C#N)cc1N. The product is CCNc1ccc(C#N)cc1NC(=S)NCc1ccccc1. RXN SMILES: [CH2:13]([c:14]1[cH:15][cH:16][cH:17][cH:18][cH:19]1)[N:20]=[C:21]=[S:22].[CH2:23]1[O:24][CH2:25][CH2:26][CH2:27]1.[NH2:1][c:2]1[cH:3][c:4]([C:5]#[N:6])[cH:7][cH:8][c:9]1[NH:10][CH2:11][CH3:12]>>[NH:1]([c:2]1[cH:3][c:4]([C:5]#[N:6])[cH:7][cH:8][c:9]1[NH:10][CH2:11][CH3:12])[C:21]([NH:20][CH2:13][c:14]1[cH:15][cH:16][cH:17][cH:18][cH:19]1)=[S:22]. The reactants are NC1=CC=C(C=C1)CCC(=O)C1=CC=C(C=C1)F (3-(4-aminophenyl)-1-(4-fluorophenyl)propan-1-one), C(C)OC(=O)N1CCNCC1 (1-ethoxycarbonylpiperazine), C(C)(C)NC(C)C (diisopropylamine). Run in CS(=O)C (dimethylsulfoxide), C(C)(=O)OCC (ethyl acetate). Run at temperature 105 celsius. The product is C(C)OC(=O)N1CCN(CC1)C1=CC=C(C=C1)C(CCC1=CC=C(C=C1)N)=O (4-{4-[3-(4-Aminophenyl)propionyl]phenyl}piperazine-1-carboxylic Acid Ethyl Ester). Reaction SMILES: [NH2:1][C:2]1[CH:7]=[CH:6][C:5]([CH2:8][CH2:9][C:10]([C:12]2[CH:17]=[CH:16][C:15](F)=[CH:14][CH:13]=2)=[O:11])=[CH:4][CH:3]=1.[CH2:19]([O:21][C:22]([N:24]1[CH2:29][CH2:28][NH:27][CH2:26][CH2:25]1)=[O:23])[CH3:20].C(NC(C)C)(C)C>CS(C)=O.C(OCC)(=O)C>[CH2:19]([O:21][C:22]([N:24]1[CH2:25][CH2:26][N:27]([C:15]2[CH:16]=[CH:17][C:12]([C:10](=[O:11])[CH2:9][CH2:8][C:5]3[CH:6]=[CH:7][C:2]([NH2:1])=[CH:3][CH:4]=3)=[CH:13][CH:14]=2)[CH2:28][CH2:29]1)=[O:23])[CH3:20]. Reported procedure: A mixture of 3-(4-aminophenyl)-1-(4-fluorophenyl)propan-1-one (1.1 g, 4.52 mmol) (prepared as described in Example 1b),1-ethoxycarbonylpiperazine (2.15 g, 13.57 mmol), and diisopropylamine (6.5 g, 4.98 mmol) in dimethylsulfoxide (10 mL) was heated at 100-110° C. for about 12 hours. The reaction mixture was cooled, diluted with ethyl acetate (150 mL), washed with cold water and brine. The organic layer was separated, dried, and evaporated in vacua. Purification by silica gel chromatography, eluti... Reactants: C(C1=CC=CC=C1)OCCNC1=C(C(C(=O)O)=CC=C1)C(=O)O (3-(2-Benzyloxy-ethylamino)-phthalic acid), O=C1NC(CCC1N1C(C2=CC=CC(=C2C1=O)NCCOC)=O)=O (2-(2,6-Dioxo-piperidin-3-yl)-4-(2-methoxy-ethylamino)-isoindole-1,3-dione). Yields the product C(C1=CC=CC=C1)OCCNC1=C2C(N(C(C2=CC=C1)=O)C1C(NC(CC1)=O)=O)=O (4-(2-Benzyloxy-ethylamino)-2-(2,6-dioxo-piperidin-3-yl)-isoindole-1,3-dione). The yield is 57.0%. Reaction SMILES: [CH2:1]([O:8][CH2:9][CH2:10][NH:11][C:12]1[CH:20]=[CH:19][CH:18]=[C:14]([C:15]([OH:17])=O)[C:13]=1[C:21]([OH:23])=O)[C:2]1[CH:7]=[CH:6][CH:5]=[CH:4][CH:3]=1.[O:24]=[C:25]1[CH:30]([N:31]2C(=O)C3C(=CC=CC=3NCCOC)C2=O)[CH2:29][CH2:28][C:27](=[O:47])[NH:26]1>>[CH2:1]([O:8][CH2:9][CH2:10][NH:11][C:12]1[CH:20]=[CH:19][CH:18]=[C:14]2[C:13]=1[C:21](=[O:23])[N:31]([CH:30]1[CH2:29][CH2:28][C:27](=[O:47])[NH:26][C:25]1=[O:24])[C:15]2=[O:17])[C:2]1[CH:3]=[CH:4][CH:5]=[CH:6][CH:7]=1. Procedure details: 3-(2-Benzyloxy-ethylamino)-phthalic acid (1.78 g, 5.65 mmol) was treated in the same manner as described above for the synthesis of 2-(2,6-Dioxo-piperidin-3-yl)-4-(2-methoxy-ethylamino)-isoindole-1,3-dione. The solid yellow residue was recrystallized from a minimal amount of ethanol to give 1.32 g (57%) of product as a yellow solid: mp 158-160° C.; 1H NMR (DMSO-d6) d 11.11 (s, 1H), 7.57 (t, J=7.3 Hz, 1H), 7.37-7.24 (m, 5H), 7.14 (d, J=8.6 Hz, 1H), 7.04 (d, J=7.0 Hz, 1H), 6.67 (t, J=5.7 Hz, 1H), ... The reactants are COc1cc(N)cc(OC)c1, O=C(Cl)c1ccc(Cl)nc1, Cc1cc(NC(=O)c2ccc(Cl)nc2)ccc1I. Product: COc1cc(NC(=O)c2ccc(Cl)nc2)cc(OC)c1. Reaction SMILES: [CH3:1][O:2][c:3]1[cH:4][c:5]([NH2:6])[cH:7][c:8]([O:10][CH3:11])[cH:9]1.[Cl:12][c:13]1[n:14][cH:15][c:16]([C:17](=[O:18])[Cl:19])[cH:20][cH:21]1.[Cl:22][c:23]1[cH:24][cH:25][c:26]([C:27]([NH:28][c:29]2[cH:30][cH:31][c:32]([I:33])[c:34]([CH3:35])[cH:36]2)=[O:37])[cH:38][n:39]1>>[CH3:1][O:2][c:3]1[cH:4][c:5]([NH:6][C:17]([c:16]2[cH:15][n:14][c:13]([Cl:12])[cH:21][cH:20]2)=[O:18])[cH:7][c:8]([O:10][CH3:11])[cH:9]1.